Dataset: the Open Reaction Database (ORD), a public repository of structured organic reaction records. Task: describe an organic reaction: reactants, conditions, products, and yield Yields the product CC(C)(C)OC(=O)N(Cc1ccccc1)C(COP(=O)(Oc1ccccc1)Oc1ccccc1)C(=O)O. Reactants: CC(C)(C)OC(=O)N(Cc1ccccc1)C(CO)C(=O)O, ClCCl, CN(C)c1ccncc1, O=P(Cl)(Oc1ccccc1)Oc1ccccc1, c1ccncc1. As a reaction SMILES: [CH2:1]([c:2]1[cH:3][cH:4][cH:5][cH:6][cH:7]1)[N:8]([CH:9]([CH2:10][OH:11])[C:12](=[O:13])[OH:14])[C:15](=[O:16])[O:17][C:18]([CH3:19])([CH3:20])[CH3:21].[CH2:45]([Cl:46])[Cl:47].[CH3:48][N:49]([CH3:50])[c:51]1[cH:52][cH:53][n:54][cH:55][cH:56]1.[P:28]([O:29][c:30]1[cH:31][cH:32][cH:33][cH:34][cH:35]1)([O:36][c:37]1[cH:38][cH:39][cH:40][cH:41][cH:42]1)(=[O:43])[Cl:44].[cH:22]1[cH:23][cH:24][n:25][cH:26][cH:27]1>>[CH2:1]([c:2]1[cH:3][cH:4][cH:5][cH:6][cH:7]1)[N:8]([CH:9]([CH2:10][O:11][P:28]([O:29][c:30]1[cH:31][cH:32][cH:33][cH:34][cH:35]1)([O:36][c:37]1[cH:38][cH:39][cH:40][cH:41][cH:42]1)=[O:43])[C:12](=[O:13])[OH:14])[C:15](=[O:16])[O:17][C:18]([CH3:19])([CH3:20])[CH3:21]. Product: CC(=O)N1CCC(C(=O)O)CC1. Starting materials: CC(=O)OC(C)=O, CO, O=C(O)C1CCNCC1. As a reaction SMILES: [CH3:10][C:11](=[O:12])[O:13][C:14](=[O:15])[CH3:16].[CH3:17][OH:18].[NH:1]1[CH2:2][CH2:3][CH:4]([C:5](=[O:6])[OH:7])[CH2:8][CH2:9]1>>[N:1]1([C:11]([CH3:10])=[O:12])[CH2:2][CH2:3][CH:4]([C:5](=[O:6])[OH:7])[CH2:8][CH2:9]1. Starting materials: C(C)(C)(C)NS(=O)(=O)C=1SC(=CC1)C1=NC(=C(C(=N1)C1CC1)Cl)NC1=CC(=NN1)C1CC1 (N-tert-butyl-5-(5-chloro-4-cyclopropyl-6-(3-cyclopropyl-1H-pyrazol-5-ylamino)pyrimidin-2-yl)thiophene-2-sulfonamide). Solvent: FC(C(=O)O)(F)F (trifluoroacetic acid). Reaction conditions: time 0.5 hour. Product: ClC=1C(=NC(=NC1NC1=CC(=NN1)C1CC1)C1=CC=C(S1)S(=O)(=O)N)C1CC1 (5-(5-chloro-4-cyclopropyl-6-(3-cyclopropyl-1H-pyrazol-5-ylamino)pyrimidin-2-yl)thiophene-2 sulfonamide). The yield is 47.7%. RXN SMILES: C([NH:5][S:6]([C:9]1[S:10][C:11]([C:14]2[N:19]=[C:18]([CH:20]3[CH2:22][CH2:21]3)[C:17]([Cl:23])=[C:16]([NH:24][C:25]3[NH:29][N:28]=[C:27]([CH:30]4[CH2:32][CH2:31]4)[CH:26]=3)[N:15]=2)=[CH:12][CH:13]=1)(=[O:8])=[O:7])(C)(C)C>FC(F)(F)C(O)=O>[Cl:23][C:17]1[C:18]([CH:20]2[CH2:22][CH2:21]2)=[N:19][C:14]([C:11]2[S:10][C:9]([S:6]([NH2:5])(=[O:8])=[O:7])=[CH:13][CH:12]=2)=[N:15][C:16]=1[NH:24][C:25]1[NH:29][N:28]=[C:27]([CH:30]2[CH2:32][CH2:31]2)[CH:26]=1. Reported procedure: The solution of N-tert-butyl-5-(5-chloro-4-cyclopropyl-6-(3-cyclopropyl-1H-pyrazol-5-ylamino)pyrimidin-2-yl)thiophene-2-sulfonamide (60 mg, 0.12 mmol) in trifluoroacetic acid (5 mL) was stirred at 60° C. After 0.5 h, the solution was evaporated to give the crude product, which was recrystallized from ether to afford 5-(5-chloro-4-cyclopropyl-6-(3-cyclopropyl-1H-pyrazol-5-ylamino)pyrimidin-2-yl)thiophene-2 sulfonamide (Compound 304) (25 mg, 48%). LC-MS (m/z)=436.9 [M+H]+; δ (400 MHz, DMSO-d6); 0....